This data is from the Open Reaction Database (ORD), a public repository of structured organic reaction records. The task is: describe an organic reaction: reactants, conditions, products, and yield Starting materials: CCOC(C)=O, CC1COCCN1CC1CN(S(=O)(=O)c2cccs2)CCN1c1ccc(C(C)(O)C(F)(F)F)cc1, [O-][I+3]([O-])([O-])[O-], [Na+], O=[Ru]=O, O, O. Product: CC1COCC(=O)N1CC1CN(S(=O)(=O)c2cccs2)CCN1c1ccc(C(C)(O)C(F)(F)F)cc1. RXN SMILES: [CH3:42][CH2:43][O:44][C:45]([CH3:46])=[O:47].[F:1][C:2]([C:3]([CH3:4])([OH:5])[c:6]1[cH:7][cH:8][c:9]([N:12]2[CH:13]([CH2:26][N:27]3[CH:28]([CH3:33])[CH2:29][O:30][CH2:31][CH2:32]3)[CH2:14][N:15]([S:18](=[O:19])(=[O:20])[c:21]3[s:22][cH:23][cH:24][cH:25]3)[CH2:16][CH2:17]2)[cH:10][cH:11]1)([F:34])[F:35].[I+3:36]([O-:37])([O-:38])([O-:39])[O-:40].[Na+:41].[O:50]=[Ru:51]=[O:52].[OH2:48].[OH2:49]>>[F:1][C:2]([C:3]([CH3:4])([OH:5])[c:6]1[cH:7][cH:8][c:9]([N:12]2[CH:13]([CH2:26][N:27]3[CH:28]([CH3:33])[CH2:29][O:30][CH2:31][C:32]3=[O:37])[CH2:14][N:15]([S:18](=[O:19])(=[O:20])[c:21]3[s:22][cH:23][cH:24][cH:25]3)[CH2:16][CH2:17]2)[cH:10][cH:11]1)([F:34])[F:35]. Reactants: C(C=C)(=O)OC (Methyl acrylate), ON1C(CC(CC1(C)C)OCC1=CC=C(C=C1)COC1CC(N(C(C1)(C)C)O)(C)C)(C)C (alpha,alpha'-bis(1-hydroxy-2,2,6,6-tetramethylpiperidin-4-yloxy)-p-xylene), CC(C)([O-])C.[K+] (potassium tert-butoxide), O1CCCC1 (tetrahydrofuran). Run in CCOCC (ether). Conditions: temperature 60 celsius, time 1 hour. Product: COC(=O)CCON1C(CC(CC1(C)C)OCC1=CC=C(C=C1)COC1CC(N(C(C1)(C)C)OCCC(=O)OC)(C)C)(C)C (alpha,alpha'-Bis[1-(2-methoxycarbonylethoxy)-2,2,6,6-tetramethylpiperidin-4-yloxy]-p-xylene). Isolated yield 20.0%. Reaction SMILES: [C:1]([O:5][CH3:6])(=[O:4])[CH:2]=[CH2:3].[OH:7][N:8]1[C:13]([CH3:15])([CH3:14])[CH2:12][CH:11]([O:16][CH2:17][C:18]2[CH:23]=[CH:22][C:21]([CH2:24][O:25][CH:26]3[CH2:31][C:30]([CH3:33])([CH3:32])[N:29]([OH:34])[C:28]([CH3:36])([CH3:35])[CH2:27]3)=[CH:20][CH:19]=2)[CH2:10][C:9]1([CH3:38])[CH3:37].CC(C)([O-:42])C.[K+].[O:45]1[CH2:49][CH2:48][CH2:47][CH2:46]1>CCOCC>[CH3:6][O:5][C:1]([CH2:2][CH2:3][O:34][N:29]1[C:28]([CH3:36])([CH3:35])[CH2:27][CH:26]([O:25][CH2:24][C:21]2[CH:22]=[CH:23][C:18]([CH2:17][O:16][CH:11]3[CH2:12][C:13]([CH3:14])([CH3:15])[N:8]([O:7][CH2:48][CH2:47][C:46]([O:45][CH3:49])=[O:42])[C:9]([CH3:38])([CH3:37])[CH2:10]3)=[CH:19][CH:20]=2)[CH2:31][C:30]1([CH3:33])[CH3:32])=[O:4] |f:2.3|. Procedure details: Methyl acrylate (64.9 grams, 750 mmol) is rapidly added under a nitrogen atmosphere to a mixture of 16.9 grams (38 mmol) of alpha,alpha'-bis(1-hydroxy-2,2,6,6-tetramethylpiperidin-4-yloxy)-p-xylene, 0.85 gram of potassium tert-butoxide and 70 ml of tetrahydrofuran. The reaction is exothermic and the temperature exceeds 40° C. for one hour. The reaction mixture is then heated at 60° C. for four hours and allowed to stand overnight at ambient temperature. The reaction mixture is diluted with ether... The reactants are ClC1=CC=C(C=C1)S(=O)(=O)NC(C(=O)NC1=CC=C(C=C1)CC(=O)OCC)COS(=O)(=O)C ((RS)-2-(4-chlorobenzenesulfonylamino)-N-(4-(ethoxycarbonylmethyl)phenyl)-3-methanesulfonyloxypropanamide), ClC1=CC=C(C=C1)O (4-chlorophenol). The product is ClC1=CC=C(C=C1)S(=O)(=O)NC(C(=O)NC1=CC=C(C=C1)CC(=O)OCC)COC1=CC=C(C=C1)Cl ((RS)-2-(4-chlorobenzenesulfonylamino)-N-(4-(ethoxycarbonylmethyl)phenyl)-3-(4-chlorophenoxy) propanamide). Isolated yield 64.8%. Reaction SMILES: [Cl:1][C:2]1[CH:7]=[CH:6][C:5]([S:8]([NH:11][CH:12]([CH2:28][O:29]S(C)(=O)=O)[C:13]([NH:15][C:16]2[CH:21]=[CH:20][C:19]([CH2:22][C:23]([O:25][CH2:26][CH3:27])=[O:24])=[CH:18][CH:17]=2)=[O:14])(=[O:10])=[O:9])=[CH:4][CH:3]=1.[Cl:34][C:35]1[CH:40]=[CH:39][C:38](O)=[CH:37][CH:36]=1>>[Cl:1][C:2]1[CH:7]=[CH:6][C:5]([S:8]([NH:11][CH:12]([CH2:28][O:29][C:38]2[CH:39]=[CH:40][C:35]([Cl:34])=[CH:36][CH:37]=2)[C:13]([NH:15][C:16]2[CH:21]=[CH:20][C:19]([CH2:22][C:23]([O:25][CH2:26][CH3:27])=[O:24])=[CH:18][CH:17]=2)=[O:14])(=[O:10])=[O:9])=[CH:4][CH:3]=1. Procedure details: The procedure described in Example 125 was repeated, except that (RS)-2-(4-chlorobenzenesulfonylamino)-N-(4-(ethoxycarbonylmethyl)phenyl)-3-methanesulfonyloxypropanamide (360 mg) was reacted with 4-chlorophenol (178.3 mg) to obtain (RS)-2-(4-chlorobenzenesulfonylamino)-N-(4-(ethoxycarbonylmethyl)phenyl)-3-(4-chlorophenoxy) propanamide (248 mg). The reactants are Cl (hydrogen chloride), O1CCOCC1 (dioxane), N([C@@H](CCCNC(N)=N)C(=O)N[C@@H](CC1=CC=CC=C1)C(=O)N[C@@H](COC(C)(C)C)C(=O)NCC(=O)OC)C(=O)OCC1=CC=CC=C1.Br (Z-Arg-Phe-Ser(tBu)-Gly-OCH3 hydrobromide). Reagents/catalysts: [Pd] (palladium-charcoal). The solvent is CO (methanol). Yields the product N[C@@H](CCCNC(N)=N)C(=O)N[C@@H](CC1=CC=CC=C1)C(=O)N[C@@H](COC(C)(C)C)C(=O)NCC(=O)OC.Cl.Br (H-Arg-Phe-Ser(tBu)-Gly-OCH3 hydrochloride-hydrobromide). RXN SMILES: [NH:1](C(OCC1C=CC=CC=1)=O)[C@H:2]([C:10]([NH:12][C@H:13]([C:21]([NH:23][C@H:24]([C:31]([NH:33][CH2:34][C:35]([O:37][CH3:38])=[O:36])=[O:32])[CH2:25][O:26][C:27]([CH3:30])([CH3:29])[CH3:28])=[O:22])[CH2:14][C:15]1[CH:20]=[CH:19][CH:18]=[CH:17][CH:16]=1)=[O:11])[CH2:3][CH2:4][CH2:5][NH:6][C:7](=[NH:9])[NH2:8].[BrH:49].[ClH:50].O1CCOCC1>CO.[Pd]>[NH2:1][C@H:2]([C:10]([NH:12][C@H:13]([C:21]([NH:23][C@H:24]([C:31]([NH:33][CH2:34][C:35]([O:37][CH3:38])=[O:36])=[O:32])[CH2:25][O:26][C:27]([CH3:30])([CH3:29])[CH3:28])=[O:22])[CH2:14][C:15]1[CH:16]=[CH:17][CH:18]=[CH:19][CH:20]=1)=[O:11])[CH2:3][CH2:4][CH2:5][NH:6][C:7](=[NH:8])[NH2:9].[ClH:50].[BrH:49] |f:0.1,6.7.8|. Procedure: 6.3 g of Z-Arg-Phe-Ser(tBu)-Gly-OCH3 hydrobromide (8.5 mmols) are dissolved in 350 ml of methanol and 2.9 ml of hydrogen chloride in dioxane (3.09 N, 8.9 mmols) are added. The mixture is hydrogenated in the presence of 1.2 g of 10 % strength palladium-charcoal at room temperature and atmospheric pressure. After completion of the hydrogen uptake the solution is filtered and evaporated and the resulting residue is dissolved in 30 ml of methanol and the solution stirred into 700 ml of ether. Thereb... Starting materials: CC(C)(C)OC([C@@H](NC(=O)OCC1=CC=CC=2C3=CC=CC=C3CC12)CSC(C1=CC=CC=C1)(C1=CC=CC=C1)C1=CC=CC=C1)=O (N-fluorenylmethoxycarbonyl-S-trityl-L-cysteine 1,1-dimethylethyl ester), N1CCCCC1 (piperidine). Run in CN(C)C=O (DMF). Conditions: time 20 minute. The product is CC(C)(C)OC([C@@H](N)CSC(C1=CC=CC=C1)(C1=CC=CC=C1)C1=CC=CC=C1)=O (S-trityl-L-cysteine 1,1-dimethylethyl ester). As a reaction SMILES: [CH3:1][C:2]([O:5][C:6](=[O:47])[C@H:7]([CH2:26][S:27][C:28]([C:41]1[CH:46]=[CH:45][CH:44]=[CH:43][CH:42]=1)([C:35]1[CH:40]=[CH:39][CH:38]=[CH:37][CH:36]=1)[C:29]1[CH:34]=[CH:33][CH:32]=[CH:31][CH:30]=1)[NH:8]C(OCC1C2CC3C(=CC=CC=3)C=2C=CC=1)=O)([CH3:4])[CH3:3].N1CCCCC1>CN(C=O)C>[CH3:4][C:2]([O:5][C:6](=[O:47])[C@H:7]([CH2:26][S:27][C:28]([C:41]1[CH:42]=[CH:43][CH:44]=[CH:45][CH:46]=1)([C:35]1[CH:36]=[CH:37][CH:38]=[CH:39][CH:40]=1)[C:29]1[CH:30]=[CH:31][CH:32]=[CH:33][CH:34]=1)[NH2:8])([CH3:1])[CH3:3]. Procedure details: To a solution of N-fluorenylmethoxycarbonyl-S-trityl-L-cysteine 1,1-dimethylethyl ester (640 mg, 1 mmol) in 5 mL of DMF was added 2 mL of piperidine. The solution was stirred for 20 min., and the solvent was evaporated. The residual piperidine was removed by azeotroping the solid with DMF (3×20 mL) and drying under high vacuum for 1 hour to give S-trityl-L-cysteine 1,1-dimethylethyl ester as a solid. To this solid was added 5 mL of DMF followed by 1-(2-azidoethyl)cyclopentane carboxylic acid (6a... Starting materials: CO, CCO, [H][H], CCOC(=O)N1CCC(=O)C(OCc2ccccc2)C1, NCc1ccccc1, c1ccsc1. The product is CCOC(=O)N1CCC(NCc2ccccc2)C(OCc2ccccc2)C1. Reaction SMILES: [CH3:36][OH:37].[CH3:38][CH2:39][OH:40].[H:34][H:35].[O:6]=[C:7]1[CH:8]([O:18][CH2:19][c:20]2[cH:21][cH:22][cH:23][cH:24][cH:25]2)[CH2:9][N:10]([C:13](=[O:14])[O:15][CH2:16][CH3:17])[CH2:11][CH2:12]1.[c:26]1([CH2:32][NH2:33])[cH:27][cH:28][cH:29][cH:30][cH:31]1.[cH:1]1[cH:2][s:3][cH:4][cH:5]1>>[CH:7]1([NH:33][CH2:32][c:26]2[cH:27][cH:28][cH:29][cH:30][cH:31]2)[CH:8]([O:18][CH2:19][c:20]2[cH:21][cH:22][cH:23][cH:24][cH:25]2)[CH2:9][N:10]([C:13](=[O:14])[O:15][CH2:16][CH3:17])[CH2:11][CH2:12]1. Reactants: ClC1=CC=C(C=C1)C1=NC2(C=3N(C4=C1C(=C(S4)C)C)C(=NN3)C)CNC2 (4′-(4-chlorophenyl)-2′,3′,9′-trimethylspiro[azetidine-3,6′-thieno[3,2-f][1,2,4]triazolo[4,3-a][1,4]diazepine]), NC1(COC1)C(=O)O (3-aminooxetane-3-carboxylic acid), NC1(CN(C1)C(=O)OC(C)(C)C)C(=O)O (3-amino-1-(tert-butoxycarbonyl)azetidine-3-carboxylic acid). Yields the product ClC1=CC=C(C=C1)C1=NC2(C=3N(C4=C1C(=C(S4)C)C)C(=NN3)C)COC2 (4′-(4-Chlorophenyl)-2′,3′,9′-trimethylspiro[oxetane-3,6′-thieno[3,2-f][1,2,4]triazolo[4,3-a][1,4]diazepine]). Reaction SMILES: [Cl:1][C:2]1[CH:7]=[CH:6][C:5]([C:8]2[C:14]3[C:15]([CH3:19])=[C:16]([CH3:18])[S:17][C:13]=3[N:12]3[C:20]([CH3:23])=[N:21][N:22]=[C:11]3[C:10]3([CH2:26]N[CH2:24]3)[N:9]=2)=[CH:4][CH:3]=1.NC1(C(O)=O)C[O:30]C1.NC1(C(O)=O)CN(C(OC(C)(C)C)=O)C1>>[Cl:1][C:2]1[CH:7]=[CH:6][C:5]([C:8]2[C:14]3[C:15]([CH3:19])=[C:16]([CH3:18])[S:17][C:13]=3[N:12]3[C:20]([CH3:23])=[N:21][N:22]=[C:11]3[C:10]3([CH2:26][O:30][CH2:24]3)[N:9]=2)=[CH:4][CH:3]=1. Procedure details: A procedure analogous to the scheme set forth for the synthesis of Compound 224 was followed, with the exception that 3-aminooxetane-3-carboxylic acid was used as starting material instead of 3-amino-1-(tert-butoxycarbonyl)azetidine-3-carboxylic acid.